This data is from the Open Reaction Database (ORD), a public repository of structured organic reaction records. The task is: describe an organic reaction: reactants, conditions, products, and yield The reactants are C(C)(C)(C)OC([C@@H](NC(=O)OC(C)(C)C)CS)=O (N-t-butoxycarbonyl cysteine t-butyl ester), S(=O)(=O)(C1=CC=C(C)C=C1)OCCNC(=O)OCC1=CC=CC=C1 (N-benzyloxycarbonyl ethanolamine tosylate), N12CCCCCC2=NCCC1 (1,8-diazabicyclo[5.4.0]undec-7-ene). Run in C1(=CC=CC=C1)C (toluene). Conditions: time 8 hour. Product: N=C(C)NCCN[C@@H](CCS)C(=O)O ((S)-[2-(1-iminoethylamino)ethyl]-L-homocysteine). RXN SMILES: C([O:5][C:6](=[O:18])[C@H:7]([CH2:16]S)[NH:8][C:9](OC(C)(C)C)=O)(C)(C)C.[S:19](OCCNC(OCC1C=CC=CC=1)=O)([C:22]1C=CC(C)=CC=1)(=O)=O.[N:43]12CCC[N:50]=[C:49]1[CH2:48]CCC[CH2:44]2>C1(C)C=CC=CC=1>[NH:50]=[C:49]([NH:43][CH2:44][CH2:9][NH:8][C@H:7]([C:6]([OH:5])=[O:18])[CH2:16][CH2:22][SH:19])[CH3:48]. Reported procedure: To a solution of N-t-butoxycarbonyl cysteine t-butyl ester (prepared by reduction of N-t-butoxycarbonyl cystine t-butyl ester with dithiothreitol) (291 mg, 1 mmol) in dry toluene (20 ml) is added N-benzyloxycarbonyl ethanolamine tosylate (349 mg, 1 mmol) and 1,8-diazabicyclo[5.4.0]undec-7-ene (150 μL, 1 mmol) and the mixture stirred vigorously overnight at room temperature under nitrogen. The mixture is partitioned between 50 ml each of ethyl acetate and 1N aqueous HCl. A further organic extract... The reactants are S(=O)([O-])S(=O)[O-].[Na+].[Na+] (sodium hydrosulfite), [N+](=[N-])=C (diazomethane), C(C)(C)(C)[Si](C1=CC=CC=C1)(C1=CC=CC=C1)Cl (tert-butylchlorodiphenylsilane), C(=O)(O)C#CCCCC#CCCCCC1=C(C(C(=C(C1=O)C)C)=O)C (6-(11-Carboxyundeca-5,10-diyn-1-yl)-2,3,5-trimethyl-1,4-benzoquinone), N1C=NC=C1 (imidazole). The solvent is O (water), CCOCC (ether), CCOCC (ether). Reaction conditions: time 1 hour. Yields the product [Si](C1=CC=CC=C1)(C1=CC=CC=C1)(C(C)(C)C)OC1=C(C(=C(C(=C1C)CCCCC#CCCCC#CC(=O)OC)O)C)C (4-tert-butyldiphenylsilyloxy-6-(11-methoxycarbonyl-undeca-5,10-diyn-1-yl)-2,3,5-trimethylphenol). RXN SMILES: [C:1]([C:4]#[C:5][CH2:6][CH2:7][CH2:8][C:9]#[C:10][CH2:11][CH2:12][CH2:13][CH2:14][C:15]1[C:20](=[O:21])[C:19]([CH3:22])=[C:18]([CH3:23])[C:17](=[O:24])[C:16]=1[CH3:25])([OH:3])=[O:2].[N+](=C)=[N-].S(S([O-])=O)([O-])=O.[Na+].[Na+].[C:37]([Si:41](Cl)([C:48]1[CH:53]=[CH:52][CH:51]=[CH:50][CH:49]=1)[C:42]1[CH:47]=[CH:46][CH:45]=[CH:44][CH:43]=1)([CH3:40])([CH3:39])[CH3:38].N1C=CN=[CH:56]1>CCOCC.O>[Si:41]([O:24][C:17]1[C:16]([CH3:25])=[C:15]([CH2:14][CH2:13][CH2:12][CH2:11][C:10]#[C:9][CH2:8][CH2:7][CH2:6][C:5]#[C:4][C:1]([O:3][CH3:56])=[O:2])[C:20]([OH:21])=[C:19]([CH3:22])[C:18]=1[CH3:23])([C:37]([CH3:40])([CH3:39])[CH3:38])([C:48]1[CH:53]=[CH:52][CH:51]=[CH:50][CH:49]=1)[C:42]1[CH:47]=[CH:46][CH:45]=[CH:44][CH:43]=1 |f:2.3.4|. Procedure: 6-(11-Carboxyundeca-5,10-diyn-1-yl)-2,3,5-trimethyl-1,4-benzoquinone (340 mg, lmmol) was dissolved in ether (10 ml). A solution of diazomethane in ether was added under ice-cooling for methyl-esterification. Nitrogen gas was introduced to remove excess diazomethane. Then water (5 ml) containing sodium hydrosulfite (400 mg, 2.3 mmol) was added, and the mixture was stirred for 1 hour. The ether layer was separated, dried over anhydrous magnesium sulfate and concentrated under reduced pressure. The... The reactants are COc1cc(C=O)cc2c1OCCO2, CC1=CN=C(C=C1)N, [C-]#[N+]C1CCCCC1. Reagents/catalysts: O=C(O)C(F)(F)F (trifluoroacetic acid). The solvent is CC(C)O (isopropyl alcohol), CC(C)O (isopropylalcohol). Reaction conditions: temperature 22 celsius, time 20 hour. Yields the product Cc1ccc2nc(c3cc(c4c(c3)OCCO4)OC)c(NC3CCCCC3)n2c1. Isolated yield 17.8%. RXN SMILES: CC1=CC=C(N)N=C1.[C-]#[N+]C1CCCCC1.COC1=C2OCCOC2=CC(C=O)=C1>>COC1=C2OCCOC2=CC(=C1)C1=C(NC2CCCCC2)N2C=C(C)C=CC2=N1. Reactants: O=C(n1ccnc1)n1ccnc1, COC(=O)CSc1cnc(N)s1, CN(C)c1ccncc1, ClCCl, CC1CCC(NCC(F)(F)c2ccccc2)CC1. The product is COC(=O)CSc1cnc(NC(=O)N(CC(F)(F)c2ccccc2)C2CCC(C)CC2)s1. RXN SMILES: [C:13](=[O:14])([n:15]1[cH:16][cH:17][n:18][cH:19]1)[n:20]1[cH:21][cH:22][n:23][cH:24]1.[CH3:1][O:2][C:3]([CH2:4][S:5][c:6]1[cH:7][n:8][c:9]([NH2:11])[s:10]1)=[O:12].[CH3:46][N:47]([c:48]1[cH:49][cH:50][n:51][cH:52][cH:53]1)[CH3:54].[Cl:43][CH2:44][Cl:45].[F:25][C:26]([CH2:27][NH:28][CH:29]1[CH2:30][CH2:31][CH:32]([CH3:35])[CH2:33][CH2:34]1)([c:36]1[cH:37][cH:38][cH:39][cH:40][cH:41]1)[F:42]>>[CH3:1][O:2][C:3]([CH2:4][S:5][c:6]1[cH:7][n:8][c:9]([NH:11][C:13](=[O:14])[N:28]([CH2:27][C:26]([F:25])([c:36]2[cH:37][cH:38][cH:39][cH:40][cH:41]2)[F:42])[CH:29]2[CH2:30][CH2:31][CH:32]([CH3:35])[CH2:33][CH2:34]2)[s:10]1)=[O:12]. Starting materials: CS(=O)(=O)c1ccc(Cl)cc1, CS(C)=O, Oc1ccc(Cl)c(Cl)c1, [Na+], [OH-], O. Yields the product CS(=O)(=O)c1ccc(Oc2ccc(Cl)c(Cl)c2)cc1. Reaction SMILES: [CH3:12][S:13](=[O:14])(=[O:15])[c:16]1[cH:17][cH:18][c:19]([Cl:22])[cH:20][cH:21]1.[CH3:24][S:25](=[O:26])[CH3:27].[Cl:1][c:2]1[cH:3][c:4]([OH:9])[cH:5][cH:6][c:7]1[Cl:8].[Na+:11].[OH-:10].[OH2:23]>>[Cl:1][c:2]1[cH:3][c:4]([O:9][c:19]2[cH:18][cH:17][c:16]([S:13]([CH3:12])(=[O:14])=[O:15])[cH:21][cH:20]2)[cH:5][cH:6][c:7]1[Cl:8].